From a dataset of the Open Reaction Database (ORD), a public repository of structured organic reaction records. describe an organic reaction: reactants, conditions, products, and yield Reactants: ( XVII ), O1C(=CC=C1)CCCCC(=O)OC (methyl δ-(2-furyl)valerate), O1C(=CC=C1)CCCC(=O)OC(C)C (isopropyl γ-(2-furyl)-butyrate), C(CC)OC1(OC(C=C1)OCCC)CCCC(=O)OC(C)C (2,5-dihydro-2,5-di-n-propoxy-2-(3'-carboisopropoxypropyl)furan). Run in furans, C(C)O (ethanol), C(CC)O (n-propanol), [PH4+] (phosphonium). Yields the product C(C)OC1(OC(C=C1)OCC)CCCCC(=O)OC (2,5-dihydro-2,5-diethoxy-2-(4'-carbomethoxybutyl)furan). As a reaction SMILES: O1C=CC=C1CCC[C:9]([O:11][CH:12](C)C)=[O:10].[CH2:15]([O:18][C:19]1([CH2:28][CH2:29][CH2:30][C:31](OC(C)C)=O)[CH:23]=[CH:22][CH:21]([O:24][CH2:25][CH2:26]C)[O:20]1)[CH2:16]C.O1C=CC=C1CCCCC(OC)=O>[PH4+].C(O)CC.C(O)C>[CH2:15]([O:18][C:19]1([CH2:28][CH2:29][CH2:30][CH2:31][C:9]([O:11][CH3:12])=[O:10])[CH:23]=[CH:22][CH:21]([O:24][CH2:25][CH3:26])[O:20]1)[CH3:16]. Procedure: Adaptation of the above-described procedures to the preparation of the other compounds of this invention essentially involves the lengthening or shortening of, or the introduction of one or two lower alkyl groups into, the side-chains in furans (I) or (XVII) or in phosphonium derivative (III). These adaptations can be accomplished by procedures well-known to the art. For example, isopropyl γ-(2-furyl)-butyrate provides 2,5-dihydro-2,5-di-n-propoxy-2-(3'-carboisopropoxypropyl)furan in n-propanol ...